From a dataset of the Open Reaction Database (ORD), a public repository of structured organic reaction records. describe an organic reaction: reactants, conditions, products, and yield Starting materials: O=C[C@H](O)[C@@H](O)[C@H](O)[C@H](O)CO (glucose), CCC1(CCC(=O)NC1=O)C2=CC=C(C=C2)N (AG-1), P(=O)(O)(O)[O-].[K+] (potassium dihydrogenphosphate), C1[C@@H]([C@H]([C@@H]([C@H]([C@H]1N[C@@H]2C=C([C@H]([C@@H]([C@H]2O)O)O)CO)O)O)O[C@@H]3[C@H]([C@@H]([C@H]([C@@H](O3)CO)O)O)O)CO (validamycin A), C1[C@@H]([C@H]([C@@H]([C@H]([C@H]1N[C@@H]2C=C([C@H]([C@@H]([C@H]2O)O)O)CO)O)O)O[C@@H]3[C@H]([C@@H]([C@H]([C@@H](O3)CO)O)O)O)CO (validamycin A), S(=O)(=O)([O-])[O-].[Mg+2] (magnesium sulfate), [N+](=O)([O-])[O-].[Na+] (sodium nitrate), C([C@@H]1[C@H]([C@@H]([C@H]([C@H](O1)O[C@]2([C@H]([C@@H]([C@H](O2)CO)O)O)CO)O)O)O)O (sucrose). The reagents and catalysts are S(=O)(=O)([O-])[O-].[Fe+2] (iron sulfate). The solvent is O (water). Run at time 15 minute. Product: C([C@@H]1[C@H]([C@@H]([C@H]([C@H](O1)O[C@@H]2[C@@H]([C@H]([C@@H]([C@H](O2)CO)O)O)O)O)O)O)O (trehalose). Reaction SMILES: O=C[C@@H]([C@H]([C@@H]([C@@H](CO)O)O)O)O.S([O-])([O-])(=O)=O.[Mg+2].[N+]([O-])([O-])=O.[Na+].P([O-])(O)(O)=O.[K+].CCC1(C2C=CC(N)=CC=2)C(=O)NC(=O)CC1.[CH2:47]([OH:69])[C@H:48]1[O:53][C@H:52]([O:54][C@:55]2([CH2:64][OH:65])[O:59][C@H:58]([CH2:60][OH:61])[C@@H:57]([OH:62])[C@@H:56]2[OH:63])[C@H:51]([OH:66])[C@@H:50]([OH:67])[C@@H:49]1[OH:68].C1[C@H](N[C@H]2[C@H](O)[C@@H](O)[C@H](O)C(CO)=C2)[C@H](O)[C@@H](O)[C@H](O[C@H]2O[C@@H](CO)[C@H](O)[C@@H](O)[C@@H]2O)[C@H]1CO>S([O-])([O-])(=O)=O.[Fe+2].O>[CH2:47]([OH:69])[C@H:48]1[O:53][C@H:52]([O:54][C@H:55]2[O:59][C@H:58]([CH2:60][OH:61])[C@@H:57]([OH:62])[C@H:56]([OH:63])[C@H:64]2[OH:65])[C@H:51]([OH:66])[C@@H:50]([OH:67])[C@@H:49]1[OH:68] |f:1.2,3.4,5.6,10.11|. Reported procedure: 100 ml of a modified Czapek's liquid culture medium (consisting of glucose 30 g, magnesium sulfate 0.5 g, sodium nitrate 2 g, potassium dihydrogenphosphate 1 g, iron sulfate 0.01 g and deionized water 1000 ml) was put into a 200 ml.-capacity flask, which was sterilized at 115°C. for 15 minutes. The resultant culture medium was inoculated with a pieceof the growth (punched out with a cork borer, diameter 1 cm) of Rhizoctoniasolani AG-1 (accession number IFO-30465) cultured on a potato sucrose aga... Procedure: In the second stage of the reaction, the ethyl 3-amino-2,2-dimethylbutanoate derivative 4 is reacted with ethyl acrylate to obtain the corresponding ethyl 3-(2-ethoxycarbonylethyl)amino-2,2-dimethylbutanoate derivative 5--which in the case of the preparation of BIII 277 might be, for example: ethyl 3-(2-ethoxycarbonylethyl)amino-4-(3-methoxyphenyl)-2,2-dimethylbutanoate (R2 =CH3O): ##STR4## Starting materials: NC(C(C(=O)OCC)(C)C)C (ethyl 3-amino-2,2-dimethylbutanoate), C(C=C)(=O)OCC (ethyl acrylate). RXN SMILES: [NH2:1][CH:2]([CH3:11])[C:3]([CH3:10])([CH3:9])[C:4]([O:6][CH2:7][CH3:8])=[O:5].[C:12]([O:16][CH2:17][CH3:18])(=[O:15])[CH:13]=[CH2:14]>>[CH2:17]([O:16][C:12]([CH2:13][CH2:14][NH:1][CH:2]([CH3:11])[C:3]([CH3:9])([CH3:10])[C:4]([O:6][CH2:7][CH3:8])=[O:5])=[O:15])[CH3:18]. The product is C(C)OC(=O)CCNC(C(C(=O)OCC)(C)C)C (ethyl 3-(2-ethoxycarbonylethyl)amino-2,2-dimethylbutanoate).